From a dataset of the Open Reaction Database (ORD), a public repository of structured organic reaction records. describe an organic reaction: reactants, conditions, products, and yield The reactants are C(#N)C(C)(C)C1=C(CC(CC1)C)C1=C(O)C(=C(C(=C1O)CC1=CC=CC=C1)C(CCCCCC)(C)C)CC1=CC=CC=C1 (2-[2-(1-cyano-1-methylethyl)-5-methyl-1-cyclohexenyl]-5-(1,1-dimethylheptyl)-dibenzylresorcinol), C(C)O (ethanol), [OH-].[Na+] (sodium hydroxide). Solvent: Cl (hydrochloric acid). Reaction conditions: time 32 hour. Product: NC(=O)C(C)(C)C1=C(CC(CC1)C)C1=C(O)C(=C(C(=C1O)CC1=CC=CC=C1)C(CCCCCC)(C)C)CC1=CC=CC=C1 (2-[2-(1-Aminocarbonyl-1-methylethyl)-5-methyl-1-cyclohexenyl]-5-(1,1-dimethylheptyl)dibenzylresorcinol). Reaction SMILES: [C:1]([C:3]([C:6]1[CH2:11][CH2:10][CH:9]([CH3:12])[CH2:8][C:7]=1[C:13]1[C:19]([OH:20])=[C:18]([CH2:21][C:22]2[CH:27]=[CH:26][CH:25]=[CH:24][CH:23]=2)[C:17]([C:28]([CH3:36])([CH3:35])[CH2:29][CH2:30][CH2:31][CH2:32][CH2:33][CH3:34])=[C:16]([CH2:37][C:38]2[CH:43]=[CH:42][CH:41]=[CH:40][CH:39]=2)[C:14]=1[OH:15])([CH3:5])[CH3:4])#[N:2].C([OH:46])C.[OH-].[Na+]>Cl>[NH2:2][C:1]([C:3]([C:6]1[CH2:11][CH2:10][CH:9]([CH3:12])[CH2:8][C:7]=1[C:13]1[C:19]([OH:20])=[C:18]([CH2:21][C:22]2[CH:23]=[CH:24][CH:25]=[CH:26][CH:27]=2)[C:17]([C:28]([CH3:35])([CH3:36])[CH2:29][CH2:30][CH2:31][CH2:32][CH2:33][CH3:34])=[C:16]([CH2:37][C:38]2[CH:43]=[CH:42][CH:41]=[CH:40][CH:39]=2)[C:14]=1[OH:15])([CH3:4])[CH3:5])=[O:46] |f:2.3|. Procedure details: A solution of 2.0 g. of 2-[2-(1-cyano-1-methylethyl)-5-methyl-1-cyclohexenyl]-5-(1,1-dimethylheptyl)-dibenzylresorcinol in 6 ml. of ethanol containing 10 ml. of fifty percent aqueous sodium hydroxide solution was heated at reflux and stirred for 32 hours. After cooling the reaction mixture to room temperature, the excess reaction solvent was removed by evaporation under reduced pressure to provide a residue which was next dissolved in aqueous hydrochloric acid. The product was extracted from the... Starting materials: C(C)(C)O (isopropanol), [H-].[Na+] (sodium hydride), C(C1=CC=CC=C1)N1CCOC2=C(C1)N=CC(=N2)Cl (8-benzyl-3-chloro-6,7,8,9-tetrahydropyrazino[2,3-f][1,4]oxazepine), C=1C=CC(=CC1)P(C=2C=CC=CC2)C3=CC=C4C=CC=CC4=C3C5=C6C=CC=CC6=CC=C5P(C=7C=CC=CC7)C=8C=CC=CC8 (BINAP). The reagents and catalysts are C=1C=CC(=CC1)/C=C/C(=O)/C=C/C2=CC=CC=C2.C=1C=CC(=CC1)/C=C/C(=O)/C=C/C2=CC=CC=C2.C=1C=CC(=CC1)/C=C/C(=O)/C=C/C2=CC=CC=C2.[Pd].[Pd] (Pd2(dba)3). Run in O (Water), C1(=CC=CC=C1)C (toluene), C1(=CC=CC=C1)C (toluene). Conditions: time 15 minute. Product: C(C1=CC=CC=C1)N1CCOC2=C(C1)N=CC(=N2)OC(C)C (8-benzyl-3-(1-methylethoxy)-6,7,8,9-tetrahydropyrazino[2,3-f][1,4]oxazepine). The yield is 42.0%. Reaction SMILES: [CH:1]([OH:4])([CH3:3])[CH3:2].[H-].[Na+].[CH2:7]([N:14]1[CH2:20][C:19]2[N:21]=[CH:22][C:23](Cl)=[N:24][C:18]=2[O:17][CH2:16][CH2:15]1)[C:8]1[CH:13]=[CH:12][CH:11]=[CH:10][CH:9]=1.C1C=CC(P(C2C(C3C(P(C4C=CC=CC=4)C4C=CC=CC=4)=CC=C4C=3C=CC=C4)=C3C(C=CC=C3)=CC=2)C2C=CC=CC=2)=CC=1>C1(C)C=CC=CC=1.C1C=CC(/C=C/C(/C=C/C2C=CC=CC=2)=O)=CC=1.C1C=CC(/C=C/C(/C=C/C2C=CC=CC=2)=O)=CC=1.C1C=CC(/C=C/C(/C=C/C2C=CC=CC=2)=O)=CC=1.[Pd].[Pd].O>[CH2:7]([N:14]1[CH2:20][C:19]2[N:21]=[CH:22][C:23]([O:4][CH:1]([CH3:3])[CH3:2])=[N:24][C:18]=2[O:17][CH2:16][CH2:15]1)[C:8]1[CH:9]=[CH:10][CH:11]=[CH:12][CH:13]=1 |f:1.2,6.7.8.9.10|. Reported procedure: To a solution of isopropanol (83 in toluene (2 mL) was added sodium hydride (87 mg) at room temperature, and the mixture was stirred for 15 min. A solution of 8-benzyl-3-chloro-6,7,8,9-tetrahydropyrazino[2,3-f][1,4]oxazepine (297 mg) and BINAP (30 mg) in toluene (2 mL) was added to the reaction mixture. After substitution with an argon gas, Pd2(dba)3 (20 mg) was added, and the mixture was stirred under an argon atmosphere at 100° C. for 1 hr. Water was added to the reaction solution, and the mix... The reactants are Cc1ccccc1, CCO, [Cl-], [Li+], [Na+], [Na+], O=C([O-])[O-], OB(O)c1ccccc1, O=S(=O)(c1ccccc1)n1cc(I)c2cc(-c3ccccc3Oc3ccccc3)cnc21. As a reaction SMILES: [CH3:50][c:51]1[cH:52][cH:53][cH:54][cH:55][cH:56]1.[CH3:57][CH2:58][OH:59].[Cl-:34].[Li+:33].[Na+:44].[Na+:45].[O-:46][C:47](=[O:48])[O-:49].[OH:35][B:36]([OH:37])[c:38]1[cH:39][cH:40][cH:41][cH:42][cH:43]1.[c:1]1([S:7](=[O:8])(=[O:9])[n:10]2[cH:11][c:12]([I:32])[c:13]3[c:14]2[n:15][cH:16][c:17](-[c:19]2[c:20]([O:25][c:26]4[cH:27][cH:28][cH:29][cH:30][cH:31]4)[cH:21][cH:22][cH:23][cH:24]2)[cH:18]3)[cH:2][cH:3][cH:4][cH:5][cH:6]1>>[c:1]1([S:7](=[O:8])(=[O:9])[n:10]2[cH:11][c:12](-[c:38]3[cH:39][cH:40][cH:41][cH:42][cH:43]3)[c:13]3[c:14]2[n:15][cH:16][c:17](-[c:19]2[c:20]([O:25][c:26]4[cH:27][cH:28][cH:29][cH:30][cH:31]4)[cH:21][cH:22][cH:23][cH:24]2)[cH:18]3)[cH:2][cH:3][cH:4][cH:5][cH:6]1. Yields the product O=S(=O)(c1ccccc1)n1cc(-c2ccccc2)c2cc(-c3ccccc3Oc3ccccc3)cnc21. Starting materials: NC=1C=C(C=CC1N)C1=NC2=CC=C(C=C2N=C1N(C)C(C)C)C(=O)OC (methyl 2-(3,4-diaminophenyl)-3-(isopropyl(methyl)amino)quinoxaline-6-carboxylate), N(=O)[O-].[Na+] (sodium nitrite). The solvent is Cl (HCl), O (water). Conditions: temperature 0 celsius, time 15 minute. Product: N1N=NC2=C1C=CC(=C2)C2=NC1=CC=C(C=C1N=C2N(C)C(C)C)C(=O)OC (methyl 2-(1H-benzo[d][1,2,3]triazol-5-yl)-3-(isopropyl(methyl)amino)quinoxaline-6-carboxylate). The yield is 21.4%. As a reaction SMILES: [NH2:1][C:2]1[CH:3]=[C:4]([C:9]2[C:18]([N:19]([CH:21]([CH3:23])[CH3:22])[CH3:20])=[N:17][C:16]3[C:11](=[CH:12][CH:13]=[C:14]([C:24]([O:26][CH3:27])=[O:25])[CH:15]=3)[N:10]=2)[CH:5]=[CH:6][C:7]=1[NH2:8].[N:28]([O-])=O.[Na+]>Cl.O>[NH:8]1[C:7]2[CH:6]=[CH:5][C:4]([C:9]3[C:18]([N:19]([CH:21]([CH3:23])[CH3:22])[CH3:20])=[N:17][C:16]4[C:11](=[CH:12][CH:13]=[C:14]([C:24]([O:26][CH3:27])=[O:25])[CH:15]=4)[N:10]=3)=[CH:3][C:2]=2[N:1]=[N:28]1 |f:1.2|. Procedure details: To a solution of methyl 2-(3,4-diaminophenyl)-3-(isopropyl(methyl)amino)quinoxaline-6-carboxylate (635 mg, crude) in HCl (1N, 150 mL) was added sodium nitrite (132 mg, 1.91 mmol) in water (1 mL) at 0° C. After stirring for 15 min at 0° C., the reaction mixture was extracted with dichloromethane (3×50 mL), dried over anhydrous sodium sulfate and concentrated under vacuum to give a residue, which was purified via silica gel chromatography (3% methanol in dichloromethane) to afford methyl 2-(1H-ben... Starting materials: C1(=CC=CC=C1)N1CCN(CC1)C(N(CC)CC)=O (1-phenyl-4-diethylcarbamoylpiperazine), Cl (hydrogen chloride). Run in C(Cl)(Cl)Cl (chloroform). The product is Cl.C1(=CC=CC=C1)N1CCN(CC1)C(N(CC)CC)=O (1-phenyl-4-diethylcarbamoylpiperazine hydrochloride). Isolated yield 70.9%. Reaction SMILES: [C:1]1([N:7]2[CH2:12][CH2:11][N:10]([C:13](=[O:19])[N:14]([CH2:17][CH3:18])[CH2:15][CH3:16])[CH2:9][CH2:8]2)[CH:6]=[CH:5][CH:4]=[CH:3][CH:2]=1.[ClH:20]>C(Cl)(Cl)Cl>[ClH:20].[C:1]1([N:7]2[CH2:8][CH2:9][N:10]([C:13](=[O:19])[N:14]([CH2:17][CH3:18])[CH2:15][CH3:16])[CH2:11][CH2:12]2)[CH:6]=[CH:5][CH:4]=[CH:3][CH:2]=1 |f:3.4|. Reported procedure: In 50 ml of chloroform was dissolved 2.6 g (0.01 mole) of 1-phenyl-4-diethylcarbamoylpiperazine at room temperature, and the solution was saturated with gaseous hydrogen chloride and stirred for a certain time. The solvent was removed by distillation under reduced pressure. Then, 50 ml of acetone was added to the residue and the mixture was stirred for a certain time. The precipitated crystal was recovered by filtration, washed with acetone, stirred in 50 ml of acetone to effect washing and drie... Reactants: CCOC(C)=O, ClCc1cccc2cnccc12, [N-]=[N+]=[N-], [Na+], CN(C)C=O. The product is [N-]=[N+]=NCc1cccc2cnccc12. Reaction SMILES: [CH3:22][CH2:23][O:24][C:25]([CH3:26])=[O:27].[Cl:1][CH2:2][c:3]1[c:4]2[cH:5][cH:6][n:7][cH:8][c:9]2[cH:10][cH:11][cH:12]1.[N-:14]=[N+:15]=[N-:16].[Na+:13].[O:17]=[CH:18][N:19]([CH3:20])[CH3:21]>>[CH2:2]([c:3]1[c:4]2[cH:5][cH:6][n:7][cH:8][c:9]2[cH:10][cH:11][cH:12]1)[N:14]=[N+:15]=[N-:16]. Starting materials: ClCCCBr, CN(C)C=O, [H-], [Na+], O=c1[nH]nc2n1-c1ccccc1OC2. Product: O=c1n(CCCCl)nc2n1-c1ccccc1OC2. As a reaction SMILES: [Br:17][CH2:18][CH2:19][CH2:20][Cl:21].[CH3:22][N:23]([CH3:24])[CH:25]=[O:26].[H-:15].[Na+:16].[c:1]1(=[O:14])[nH:2][n:3][c:4]2[n:9]1-[c:8]1[c:7]([cH:13][cH:12][cH:11][cH:10]1)[O:6][CH2:5]2>>[c:1]1(=[O:14])[n:2]([CH2:18][CH2:19][CH2:20][Cl:21])[n:3][c:4]2[n:9]1-[c:8]1[c:7]([cH:13][cH:12][cH:11][cH:10]1)[O:6][CH2:5]2.